Dataset: the Open Reaction Database (ORD), a public repository of structured organic reaction records. Task: describe an organic reaction: reactants, conditions, products, and yield Reactants: Cl.BrC1=CC=NC=C1 (4-bromopyridine hydrochloride), C(#C)C(O)C1=CC=CC=C1 (α-(ethynyl)-benzenemethanol), C(C)NCC (diethylamine). Reagents/catalysts: Cl[Pd]([P](C1=CC=CC=C1)(C2=CC=CC=C2)C3=CC=CC=C3)([P](C4=CC=CC=C4)(C5=CC=CC=C5)C6=CC=CC=C6)Cl (bis(triphenylphosphine)palladium(II) chloride), [Cu]I (copper(I) iodide). Run at time 3 hour. The product is N1=CC=C(C=C1)C#CC(O)C1=CC=CC=C1 (α-[(4-Pyridinyl)ethynyl]-benzenemethanol). The yield is 8.0%. RXN SMILES: Cl.Br[C:3]1[CH:8]=[CH:7][N:6]=[CH:5][CH:4]=1.[C:9]([CH:11]([C:13]1[CH:18]=[CH:17][CH:16]=[CH:15][CH:14]=1)[OH:12])#[CH:10].C(NCC)C>Cl[Pd](Cl)([P](C1C=CC=CC=1)(C1C=CC=CC=1)C1C=CC=CC=1)[P](C1C=CC=CC=1)(C1C=CC=CC=1)C1C=CC=CC=1.[Cu]I>[N:6]1[CH:7]=[CH:8][C:3]([C:10]#[C:9][CH:11]([C:13]2[CH:18]=[CH:17][CH:16]=[CH:15][CH:14]=2)[OH:12])=[CH:4][CH:5]=1 |f:0.1,^1:26,45|. Reported procedure: Place 4-bromopyridine hydrochloride (2.33 g, 12 mmol), α-(ethynyl)-benzenemethanol (1.95 g, 14.8 mmol) and diethylamine (25 mL) under nitrogen atmosphere. Add bis(triphenylphosphine)palladium(II) chloride (105 mg) then copper(I) iodide (59 mg). Stir at room temperature for 3 hours. Evaporate the solvent in vacuo, stir the residue in ethyl acetate (50 mL) and filter the solids. Evaporate the solvent in vacuo and purify by silica gel chromatography (4:3 ethyl acetate/hexane) to yield 0.4 g. Recrys... The reactants are ClCCN1C(OCC1)=O (3-(2-chloroethyl)oxazolidin-2-one), C(CCCCCCC)N (octyl amine). Run in C(C)(=O)OCC (ethyl acetate). Run at time 8 hour. Product: OCCN1C(N(CC1)CCCCCCCC)=O (1-(2-hydroxyethyl)-3-octylimidazolidin-2-one). Yield: 83.0%. Reaction SMILES: Cl[CH2:2][CH2:3][N:4]1[CH2:8][CH2:7][O:6][C:5]1=[O:9].[CH2:10]([NH2:18])[CH2:11][CH2:12][CH2:13][CH2:14][CH2:15][CH2:16][CH3:17]>C(OCC)(=O)C>[OH:6][CH2:7][CH2:8][N:4]1[CH2:3][CH2:2][N:18]([CH2:10][CH2:11][CH2:12][CH2:13][CH2:14][CH2:15][CH2:16][CH3:17])[C:5]1=[O:9]. Reported procedure: 7.1 g of 3-(2-chloroethyl)oxazolidin-2-one was treated with 12.271 g of octyl amine. The reaction mixture was stirred overnight, diluted with ethyl acetate and washed with water and brine. The organic solution was dried and concentrated to give 9.55 g (83%) of product. The reactants are C(C)OC(CN(C1=NC=CC=C1)C(C)=O)OCC (N-acetyl-N-(2-pyridyl)-aminoacetaldehyde diethyl acetal), CI (methyl iodide). Run in C(C)O (ethanol). Conditions: temperature 60 celsius. The product is [I-].C[N+]1=C(C=CC=C1)N(CC(OCC)OCC)C(C)=O (1-methyl-2-[N-acetyl-N-(2,2-diethoxyethyl)-amino]-pyridinium iodide). The yield is 96.0%. Reaction SMILES: [CH2:1]([O:3][CH:4]([O:16][CH2:17][CH3:18])[CH2:5][N:6]([C:13](=[O:15])[CH3:14])[C:7]1[CH:12]=[CH:11][CH:10]=[CH:9][N:8]=1)[CH3:2].[CH3:19][I:20]>C(O)C>[I-:20].[CH3:19][N+:8]1[CH:9]=[CH:10][CH:11]=[CH:12][C:7]=1[N:6]([C:13](=[O:15])[CH3:14])[CH2:5][CH:4]([O:16][CH2:17][CH3:18])[O:3][CH2:1][CH3:2] |f:3.4|. Procedure details: A mixture of N-acetyl-N-(2-pyridyl)-aminoacetaldehyde diethyl acetal (6.0 g.), methyl iodide (25 g.) and ethanol (30 ml.) was heated for 15 hours at 60° C in a sealed tube. The reaction mixture was concentrated and water was added to the residual oil. The mixture was washed twice with ether and the aqueous layer was concentrated under reduced pressure to give oil of 1-methyl-2-[N-acetyl-N-(2,2-diethoxyethyl)-amino]-pyridinium iodide (9.0 g.). The reactants are CO, COCCOc1ccc([N+](=O)[O-])c(C(=O)OC)c1. The product is COCCOc1ccc(N)c(C(=O)OC)c1. RXN SMILES: [CH3:19][OH:20].[CH3:1][O:2][CH2:3][CH2:4][O:5][c:6]1[cH:7][cH:8][c:9]([N+:16]([O-:17])=[O:18])[c:10]([C:11](=[O:12])[O:13][CH3:14])[cH:15]1>>[CH3:1][O:2][CH2:3][CH2:4][O:5][c:6]1[cH:7][cH:8][c:9]([NH2:16])[c:10]([C:11](=[O:12])[O:13][CH3:14])[cH:15]1. Starting materials: O, Cc1ccc(S(=O)(=O)Cl)cc1, c1ccncc1, c1cn[nH]c1. Product: Cc1ccc(S(=O)(=O)n2cccn2)cc1. RXN SMILES: [OH2:17].[c:6]1([CH3:16])[cH:7][cH:8][c:9]([S:12](=[O:13])(=[O:14])[Cl:15])[cH:10][cH:11]1.[cH:18]1[cH:19][cH:20][n:21][cH:22][cH:23]1.[nH:1]1[n:2][cH:3][cH:4][cH:5]1>>[n:1]1([S:12]([c:9]2[cH:8][cH:7][c:6]([CH3:16])[cH:11][cH:10]2)(=[O:13])=[O:14])[n:2][cH:3][cH:4][cH:5]1. The reactants are C(C)(=O)N1CCC(CC1)=O (1-acetyl-4-piperidone), C(OC)(OC)OC (trimethyl orthoformate), C(OC)(OC)OC (trimethyl orthoformate). The reagents and catalysts are O.C1(=CC=C(C=C1)S(=O)(=O)O)C (para-toluenesulfonic acid monohydrate), C[O-].[Na+] (NaOMe). Solvent: CO (methanol), CO (methanol). Yields the product C(C)(=O)N1CCC(CC1)(OC)OC (1-acetyl-4,4-dimethoxy-piperidine). The yield is 89.2%. As a reaction SMILES: [C:1]([N:4]1[CH2:9][CH2:8]C(=O)[CH2:6][CH2:5]1)(=[O:3])[CH3:2].[CH:11]([O:16][CH3:17])([O:14][CH3:15])OC>CO.O.C1(C)C=CC(S(O)(=O)=O)=CC=1.C[O-].[Na+]>[C:1]([N:4]1[CH2:9][CH2:8][C:11]([O:14][CH3:15])([O:16][CH3:17])[CH2:6][CH2:5]1)(=[O:3])[CH3:2] |f:3.4,5.6|. Reported procedure: A solution of 1-acetyl-4-piperidone (17.0 g, 121 mmol), trimethyl orthoformate (26.4 mL, 241 mmol) and para-toluenesulfonic acid monohydrate (80 mg, 0.42 mmol) in dry methanol (34 mL) was refluxed for one hour. Then 1.0 M methanolic NaOMe (0.42 mL, 0.42 mmol) and excess of methanol and trimethyl orthoformate were removed by distillation (atmospheric pressure). Further distillation under reduced pressure afforded 1-acetyl-4,4-dimethoxy-piperidine (20.2 g, 89%) 1H NMR (DMSO) δ 3.45-3.32 (m, 4H), 3... Reactants: OC\C=C(/CCC=C(C)C)\C (nerol), BrCC=C(C)C (1-bromo-3-methyl-2-butene), C(C#CC)(=O)O (2-butynoic acid), [Li]N1C(CCCC1(C)C)(C)C (lithium 2,2,6,6-tetramethylpiperidide). The product is CC(=CCCC#CC(=O)O)C (7-methyloct-6-en-2-ynoic acid). Reaction SMILES: [OH:1][CH2:2]/[CH:3]=[C:4](/C)\[CH2:5][CH2:6][CH:7]=[C:8]([CH3:10])[CH3:9].C(O)(=[O:16])C#CC.[Li]N1C(C)(C)CCCC1(C)C.BrCC=C(C)C>>[CH3:9][C:8]([CH3:10])=[CH:7][CH2:6][CH2:5][C:4]#[C:3][C:2]([OH:1])=[O:16]. Reported procedure: The overall process can be illustrated by the manufacture of nerol, ((Z)-3,7-dimethylocta-2,6-dien-1-ol), which begins with the treatment of 2-butynoic acid with lithium 2,2,6,6-tetramethylpiperidide, followed by alkylation with 1-bromo-3-methyl-2-butene to yield 7-methyloct-6-en-2-ynoic acid as the major product. 2-Ethenylidene-5-methyl-4-hexenoic acid is produced as a minor product in the course of the alkylation. The acids are esterified conveniently with methyl iodide, and treated with morph... Starting materials: COc1ccc([N+](=O)[O-])c(C(=O)O)c1OC, CCOC(OCC)OCC, CC(C)O. The product is CCOC(=O)c1c([N+](=O)[O-])ccc(OC)c1OC. Reaction SMILES: [CH3:1][O:2][c:3]1[c:4]([C:5](=[O:6])[OH:7])[c:8]([N+:14](=[O:15])[O-:16])[cH:9][cH:10][c:11]1[O:12][CH3:13].[CH:17]([O:18][CH2:21][CH3:22])([O:23][CH2:24][CH3:25])[O:26][CH2:19][CH3:20].[CH:27]([OH:28])([CH3:29])[CH3:30]>>[CH3:1][O:2][c:3]1[c:4]([C:5](=[O:6])[O:7][CH2:19][CH3:20])[c:8]([N+:14](=[O:15])[O-:16])[cH:9][cH:10][c:11]1[O:12][CH3:13].